Task: describe an organic reaction: reactants, conditions, products, and yield. Dataset: the Open Reaction Database (ORD), a public repository of structured organic reaction records The yield is 10.6%. Product: CC1=NOC2=C1C=CC(=C2)N2C(N(CC2)C=2C=NC=CC2C)=O (1-(3-Methyl-benzo[d]isoxazol-6-yl)-3-(4-methyl-pyridin-3-yl)-imidazolidin-2-one). Solvent: C(Cl)Cl (DCM). Reported procedure: NaH (32.8 mg, 1.3705 mmol) and DMF (4 mL) was added to 1-[3-fluoro-4-(1-hydroxyimino-ethyl)-phenyl]-3-(4-methyl-pyridin-3-yl)-imidazolidin-2-one (111b: 150 mg, 0.4568 mmol). The resulting mixture was microwaved at 50° C. for 1 hour. The reaction was monitored by TLC (10% MeOH in DCM). The reaction mixture was partitioned between ice water and ethylacetate. The organic layer was washed with water, brine solution, dried over Na2SO4 and concentrated under reduced pressure. Purification by column ch... As a reaction SMILES: [H-].[Na+].CN(C=O)C.F[C:9]1[CH:10]=[C:11]([N:19]2[CH2:23][CH2:22][N:21]([C:24]3[CH:25]=[N:26][CH:27]=[CH:28][C:29]=3[CH3:30])[C:20]2=[O:31])[CH:12]=[CH:13][C:14]=1[C:15](=[N:17][OH:18])[CH3:16].CO>C(Cl)Cl>[CH3:16][C:15]1[C:14]2[CH:13]=[CH:12][C:11]([N:19]3[CH2:23][CH2:22][N:21]([C:24]4[CH:25]=[N:26][CH:27]=[CH:28][C:29]=4[CH3:30])[C:20]3=[O:31])=[CH:10][C:9]=2[O:18][N:17]=1 |f:0.1|. Starting materials: [H-].[Na+] (NaH), CN(C)C=O (DMF), FC=1C=C(C=CC1C(C)=NO)N1C(N(CC1)C=1C=NC=CC1C)=O (1-[3-fluoro-4-(1-hydroxyimino-ethyl)-phenyl]-3-(4-methyl-pyridin-3-yl)-imidazolidin-2-one), CO (MeOH).